This data is from the Open Reaction Database (ORD), a public repository of structured organic reaction records. The task is: describe an organic reaction: reactants, conditions, products, and yield Starting materials: CO, CC(Oc1ccc(Oc2ccc(C(F)(F)F)cc2)cc1)C(=O)O, FB(F)F, O. Product: COC(=O)C(C)Oc1ccc(Oc2ccc(C(F)(F)F)cc2)cc1. As a reaction SMILES: [CH3:24][OH:25].[F:1][C:2]([c:3]1[cH:4][cH:5][c:6]([O:7][c:8]2[cH:9][cH:10][c:11]([O:12][CH:13]([C:14](=[O:15])[OH:16])[CH3:17])[cH:18][cH:19]2)[cH:20][cH:21]1)([F:22])[F:23].[F:26][B:27]([F:28])[F:29].[OH2:30]>>[F:1][C:2]([c:3]1[cH:4][cH:5][c:6]([O:7][c:8]2[cH:9][cH:10][c:11]([O:12][CH:13]([C:14](=[O:15])[O:16][CH3:24])[CH3:17])[cH:18][cH:19]2)[cH:20][cH:21]1)([F:22])[F:23]. Starting materials: NC1=C(C(=O)NC2=CN=NC=C2)C=C(C=N1)Br (2-amino-5-bromo-N-pyridazin-4-yl-nicotinamide), CC1(OB(OC1(C)C)C=1C=C(C=CC1)N1N=CC=C1)C (1-[3-(4,4,5,5-tetramethyl-[1,3,2]dioxaborolan-2-yl)-phenyl]-1H-pyrazole). Product: NC1=C(C(=O)NC2=CN=NC=C2)C=C(C=N1)C1=CC(=CC=C1)N1N=CC=C1 (2-Amino-5-(3-pyrazol-1-yl-phenyl)-N-pyridazin-4-yl-nicotinamide). RXN SMILES: [NH2:1][C:2]1[N:16]=[CH:15][C:14](Br)=[CH:13][C:3]=1[C:4]([NH:6][C:7]1[CH:12]=[CH:11][N:10]=[N:9][CH:8]=1)=[O:5].CC1(C)C(C)(C)OB([C:26]2[CH:27]=[C:28]([N:32]3[CH:36]=[CH:35][CH:34]=[N:33]3)[CH:29]=[CH:30][CH:31]=2)O1>>[NH2:1][C:2]1[N:16]=[CH:15][C:14]([C:26]2[CH:31]=[CH:30][CH:29]=[C:28]([N:32]3[CH:36]=[CH:35][CH:34]=[N:33]3)[CH:27]=2)=[CH:13][C:3]=1[C:4]([NH:6][C:7]1[CH:12]=[CH:11][N:10]=[N:9][CH:8]=1)=[O:5]. Reported procedure: Reaction of 2-amino-5-bromo-N-pyridazin-4-yl-nicotinamide (see step 1 in the synthesis of “A16”) and 1-[3-(4,4,5,5-tetramethyl-[1,3,2]dioxaborolan-2-yl)-phenyl]-1H-pyrazole gives the compound “A18”; The reactants are CNC, CN1CCN(c2ccc3nc(-c4ccc(F)cc4)c(-c4ccnc(F)c4)n3n2)CC1, O. The product is CN1CCN(c2ccc3nc(-c4ccc(F)cc4)c(-c4ccnc(N(C)C)c4)n3n2)CC1. As a reaction SMILES: [CH3:31][NH:32][CH3:33].[F:1][c:2]1[cH:3][cH:4][c:5](-[c:8]2[n:9][c:10]3[n:11]([n:12][c:13]([N:16]4[CH2:17][CH2:18][N:19]([CH3:22])[CH2:20][CH2:21]4)[cH:14][cH:15]3)[c:23]2-[c:24]2[cH:25][c:26]([F:30])[n:27][cH:28][cH:29]2)[cH:6][cH:7]1.[OH2:34]>>[F:1][c:2]1[cH:3][cH:4][c:5](-[c:8]2[n:9][c:10]3[n:11]([n:12][c:13]([N:16]4[CH2:17][CH2:18][N:19]([CH3:22])[CH2:20][CH2:21]4)[cH:14][cH:15]3)[c:23]2-[c:24]2[cH:25][c:26]([N:32]([CH3:31])[CH3:33])[n:27][cH:28][cH:29]2)[cH:6][cH:7]1. Starting materials: N (NH3), ClC1=C(C(=O)C(C(=O)OCC)=COCC)C=C(C(=C1[N+](=O)[O-])Cl)F (Ethyl 2-(2,4-dichloro-5-fluoro-3-nitro-benzoyl)-3-ethoxy-acrylate). The solvent is C(C)O (ethanol), C(C)O (ethanol). Procedure: 38 g of the product from Example 1 are intitially introduced into 40 ml of ethanol. A mixture of 8 ml of concentrated NH3 solution in 25 ml of ethanol is added dropwise with ice cooling. The mixture is stirred for 2 hours at room temperature and the phases are then separated. The organic phase is washed with water and dried. 38.3 g of the title compound remain on concentration. Reaction SMILES: [Cl:1][C:2]1[C:19]([N+:20]([O-:22])=[O:21])=[C:18]([Cl:23])[C:17]([F:24])=[CH:16][C:3]=1[C:4]([C:6](=[CH:12]OCC)[C:7]([O:9][CH2:10][CH3:11])=[O:8])=[O:5].[NH3:25]>C(O)C>[NH2:25][CH:12]=[C:6]([C:4](=[O:5])[C:3]1[CH:16]=[C:17]([F:24])[C:18]([Cl:23])=[C:19]([N+:20]([O-:22])=[O:21])[C:2]=1[Cl:1])[C:7]([O:9][CH2:10][CH3:11])=[O:8]. Run at time 2 hour. Product: NC=C(C(=O)OCC)C(C1=C(C(=C(C(=C1)F)Cl)[N+](=O)[O-])Cl)=O (Ethyl 3-amino-2-(2,4-dichloro-5-fluoro-3-nitro-benzoyl)-acrylate).